Dataset: the Open Reaction Database (ORD), a public repository of structured organic reaction records. Task: describe an organic reaction: reactants, conditions, products, and yield The reactants are CN1CCN(C2=NC(=O)C(=Cc3ccc4c(cnn4Cc4ccc(Br)cc4C(F)(F)F)c3)S2)CC1, OB(O)C1CC1. The product is CN1CCN(C2=NC(=O)C(=Cc3ccc4c(cnn4Cc4ccc(C5CC5)cc4C(F)(F)F)c3)S2)CC1. Reaction SMILES: [Br:1][c:2]1[cH:3][c:4]([C:32]([F:33])([F:34])[F:35])[c:5]([CH2:6][n:7]2[n:8][cH:9][c:10]3[cH:11][c:12]([CH:16]=[C:17]4[C:18](=[O:29])[N:19]=[C:20]([N:22]5[CH2:23][CH2:24][N:25]([CH3:28])[CH2:26][CH2:27]5)[S:21]4)[cH:13][cH:14][c:15]23)[cH:30][cH:31]1.[CH:36]1([B:39]([OH:40])[OH:41])[CH2:37][CH2:38]1>>[c:2]1([CH:36]2[CH2:37][CH2:38]2)[cH:3][c:4]([C:32]([F:33])([F:34])[F:35])[c:5]([CH2:6][n:7]2[n:8][cH:9][c:10]3[cH:11][c:12]([CH:16]=[C:17]4[C:18](=[O:29])[N:19]=[C:20]([N:22]5[CH2:23][CH2:24][N:25]([CH3:28])[CH2:26][CH2:27]5)[S:21]4)[cH:13][cH:14][c:15]23)[cH:30][cH:31]1.